The task is: describe an organic reaction: reactants, conditions, products, and yield. This data is from the Open Reaction Database (ORD), a public repository of structured organic reaction records. The reactants are N1=NC=CC=C1 (pyridazine), CC1(NC(CCC1)(C)C)C.[Li] (lithium 2,2,6,6-tetramethylpiperidine), O1CCOC12CCC(CC2)=O (1,4-dioxa-spiro[4.5]decan-8-one). Solvent: C1CCOC1 (THF). Conditions: time 6 minute. Product: N1=NC(=CC=C1)C1(CCC2(OCCO2)CC1)O (8-Pyridazin-3-yl-1,4-dioxaspiro[4.5]decan-8-ol). The yield is 44.0%. RXN SMILES: [N:1]1[CH:6]=[CH:5][CH:4]=[CH:3][N:2]=1.CC1(C)CCCC(C)(C)N1.[Li].[O:18]1[C:22]2([CH2:27][CH2:26][C:25](=[O:28])[CH2:24][CH2:23]2)[O:21][CH2:20][CH2:19]1>C1COCC1>[N:1]1[CH:6]=[CH:5][CH:4]=[C:3]([C:25]2([OH:28])[CH2:26][CH2:27][C:22]3([O:21][CH2:20][CH2:19][O:18]3)[CH2:23][CH2:24]2)[N:2]=1 |f:1.2,^1:16|. Procedure: To a solution of pyridazine (17.7 mmol, 1.28 mL) in THF (60 mL) was added lithium 2,2,6,6-tetramethylpiperidine (71 mmol, 10 g) at −78° C. The reaction was then stirred for 6 min and 1,4-dioxa-spiro[4.5]decan-8-one (71 mmol, 11 g) was added. The reaction was stirred for 5 h at −78° C. at which point the reaction was quenched using a solution of ethanol, hydrochloric acid and THF (30 mL, 1:1:1). The resulting solution was extracted using EtOAc. The organic layers were combined, dried over MgSO4 a... Reactants: ClC(Cl)(Cl)Cl, Cc1cccc2nc(SCc3ccc(C(=O)c4ccc(OCCO)cc4)cc3)n(C)c(=O)c12, c1ccc(P(c2ccccc2)c2ccccc2)cc1. Yields the product Cc1cccc2nc(SCc3ccc(C(=O)c4ccc(OCCCl)cc4)cc3)n(C)c(=O)c12. Reaction SMILES: [C:53]([Cl:54])([Cl:55])([Cl:56])[Cl:57].[CH3:1][n:2]1[c:3]([S:14][CH2:15][c:16]2[cH:17][cH:18][c:19]([C:22]([c:23]3[cH:24][cH:25][c:26]([O:29][CH2:30][CH2:31][OH:32])[cH:27][cH:28]3)=[O:33])[cH:20][cH:21]2)[n:4][c:5]2[cH:6][cH:7][cH:8][c:9]([CH3:13])[c:10]2[c:11]1=[O:12].[c:34]1([P:35]([c:36]2[cH:37][cH:38][cH:39][cH:40][cH:41]2)[c:42]2[cH:43][cH:44][cH:45][cH:46][cH:47]2)[cH:48][cH:49][cH:50][cH:51][cH:52]1>>[CH3:1][n:2]1[c:3]([S:14][CH2:15][c:16]2[cH:17][cH:18][c:19]([C:22]([c:23]3[cH:24][cH:25][c:26]([O:29][CH2:30][CH2:31][Cl:54])[cH:27][cH:28]3)=[O:33])[cH:20][cH:21]2)[n:4][c:5]2[cH:6][cH:7][cH:8][c:9]([CH3:13])[c:10]2[c:11]1=[O:12]. Starting materials: IC=1N=C(N(C1)C1=CC(N(N=C1)CCOC)=O)C (5-(4-Iodo-2-methyl-imidazol-1-yl)-2-(2-methoxy-ethyl)-2H-pyridazin-3-one), ClC1=NC=CC(=C1)C#C[Si](C)(C)C (2-chloro-4-trimethylsilanylethynyl-pyridine). The product is ClC1=NC=CC(=C1)C#CC=1N=C(N(C1)C1=CC(N(N=C1)CC)=O)C (5-[4-(2-chloro-pyridin-4-ylethynyl)-2-methyl-imidazol-1-yl]-2-ethyl-2H-pyridazin-3-one). RXN SMILES: I[C:2]1[N:3]=[C:4]([CH3:18])[N:5]([C:7]2[CH:12]=[N:11][N:10]([CH2:13][CH2:14]OC)[C:9](=[O:17])[CH:8]=2)[CH:6]=1.[Cl:19][C:20]1[CH:25]=[C:24]([C:26]#[C:27][Si](C)(C)C)[CH:23]=[CH:22][N:21]=1>>[Cl:19][C:20]1[CH:25]=[C:24]([C:26]#[C:27][C:2]2[N:3]=[C:4]([CH3:18])[N:5]([C:7]3[CH:12]=[N:11][N:10]([CH2:13][CH3:14])[C:9](=[O:17])[CH:8]=3)[CH:6]=2)[CH:23]=[CH:22][N:21]=1. Reported procedure: The title compound, white crystalline solid, MS: m/e=370.1, 372.1 (M+H+), was prepared in accordance with the general method of example 35 from 5-(4-Iodo-2-methyl-imidazol-1-yl)-2-(2-methoxy-ethyl)-2H-pyridazin-3-one and 2-chloro-4-trimethylsilanylethynyl-pyridine. Reactants: C(CC)N(C1CC=2C(=CC=3C(NC(C3C2)=O)=O)C1)CCC (6-(Dipropylamino)-6,7-dihydrocyclopent[f]isoindole-1,3(2H,5H)-dione). Conditions: temperature 113 celsius. Run in CC(=O)O (HOAc), CO (MeOH). Reaction SMILES: [CH2:1]([N:4]([CH2:19][CH2:20][CH3:21])[CH:5]1[CH2:18][C:8]2=[CH:9][C:10]3[C:11](=[O:17])[NH:12][C:13](=O)[C:14]=3[CH:15]=[C:7]2[CH2:6]1)[CH2:2][CH3:3]>CC(O)=O.CO.[Zn]>[CH2:19]([N:4]([CH2:1][CH2:2][CH3:3])[CH:5]1[CH2:18][C:8]2=[CH:9][C:10]3[C:11](=[O:17])[NH:12][CH2:13][C:14]=3[CH:15]=[C:7]2[CH2:6]1)[CH2:20][CH3:21]. Reagents/catalysts: [Zn] (Zinc). Reported procedure: (Ref. Brewster, J. H.; Fusco A. M. J.Org. Chem., 28, 501-503 (1963)) A solution of 6-(dipropylamino)-6,7-dihydrocyclopent[f]isoindole-1,3(2H,5H)-dione 93 (0.45 g, 1.6 mmol) in glacial HOAc (50 mL) was treated with Zinc dust (1.05 g, 16.0 mmol) then refluxed at 113° C. for 24 h. The reaction was cooled to r.t., diluted with MeOH and filtered through a pad of celite. The filtrate was concentrated and the residue was diluted with H2O, basified with sat'd Na2CO3, and extracted with CH2Cl2. The organ... The product is C(CC)N(C1CC=2C(=CC=3C(NCC3C2)=O)C1)CCC (6-(Dipropylamino)-3,5,6,7-tetrahydrocyclopent[f]isoindol-1(2H)-one). The reactants are CC(C)(C)CCC1(C(O)c2csc3ccc(F)cc23)CCN(C(=O)OC(C)(C)C)C1, O=[Mn]=O. Product: CC(C)(C)CCC1(C(=O)c2csc3ccc(F)cc23)CCN(C(=O)OC(C)(C)C)C1. RXN SMILES: [C:1]([CH3:2])([CH3:3])([CH3:4])[O:5][C:6](=[O:7])[N:8]1[CH2:9][C:10]([CH:13]([OH:14])[c:15]2[c:16]3[c:17]([s:18][cH:19]2)[cH:20][cH:21][c:22]([F:24])[cH:23]3)([CH2:25][CH2:26][C:27]([CH3:28])([CH3:29])[CH3:30])[CH2:11][CH2:12]1.[O:31]=[Mn:32]=[O:33]>>[C:1]([CH3:2])([CH3:3])([CH3:4])[O:5][C:6](=[O:7])[N:8]1[CH2:9][C:10]([C:13](=[O:14])[c:15]2[c:16]3[c:17]([s:18][cH:19]2)[cH:20][cH:21][c:22]([F:24])[cH:23]3)([CH2:25][CH2:26][C:27]([CH3:28])([CH3:29])[CH3:30])[CH2:11][CH2:12]1.